Dataset: the Open Reaction Database (ORD), a public repository of structured organic reaction records. Task: describe an organic reaction: reactants, conditions, products, and yield The reactants are [Br-].[Mg+2].[Br-] (magnesium bromide), O=C1C(=C(C2=CC=CC=C12)C1=CC=CC=C1)C(=O)OCC (ethyl 1-oxo-3-phenylindene-2-carboxylate), Ethyl (1RS)[1-Hydroxy-1-(4-methoxyphenyl)]-3-phenylindene-2-carboxylate, Et2O hexanes, [Mg] (magnesium), BrC1=CC=C(C=C1)OC (p-bromoanisole), Et2O hexanes. The solvent is CCOCC (Et2O), C1CCOC1.CCOCC (THF Et2O). Run at time 10 minute. The product is COC1=CC=C(C=C1)C1C(C(C2=CC=CC=C12)C1=CC=CC=C1)C(=O)O ((1RS,2RS,3SR)-1-(4-Methoxyphenyl)-3-phenylindane-2-carboxylic acid). Reaction SMILES: [Mg].Br[C:3]1[CH:8]=[CH:7][C:6]([O:9][CH3:10])=[CH:5][CH:4]=1.[Br-].[Mg+2].[Br-].O=[C:15]1[C:23]2[C:18](=[CH:19][CH:20]=[CH:21][CH:22]=2)[C:17]([C:24]2[CH:29]=[CH:28][CH:27]=[CH:26][CH:25]=2)=[C:16]1[C:30]([O:32]CC)=[O:31]>C1COCC1.CCOCC.CCOCC>[CH3:10][O:9][C:6]1[CH:7]=[CH:8][C:3]([CH:15]2[C:23]3[C:18](=[CH:19][CH:20]=[CH:21][CH:22]=3)[CH:17]([C:24]3[CH:29]=[CH:28][CH:27]=[CH:26][CH:25]=3)[CH:16]2[C:30]([OH:32])=[O:31])=[CH:4][CH:5]=1 |f:2.3.4,6.7|. Procedure: Ethyl (1RS)[1-Hydroxy-1-(4-methoxyphenyl)]-3-phenylindene-2-carboxylate. To dry magnesium turnings (0.88 g, 36 mmol) under an argon atmosphere was added, portionwise, a solution of p-bromoanisole (4.5 ml, 36 mmol) in 5% THF/Et2O (37 ml). The resulting p-methoxyphenyt magnesium bromide solution was added to a solution of ethyl 1-oxo-3-phenylindene-2-carboxylate (5.0 g, 18 mmol) in Et2O (300 ml) under an argon atmosphere at 0° C. The resulting mixture was allowed to warm to room temperature and wa... Starting materials: RuPhos Palladium(II) phenethylamine chloride, O1CCOCC1 (dioxane), BrC1=CC=C2C(N(C(C2=C1)=O)[C@H](C)C1=CC=C(C=C1)OC)(C)C1=NC=NC=C1F (6-bromo-3-(5-fluoropyrimidin-4-yl)-2-[(1R)-1-(4-methoxyphenyl)ethyl]-3-methyl-isoindolin-1-one), CC1(OB(OC1(C)C)C=1C=NN(C1)C(=O)OC(C)(C)C)C (tert-butyl 4-(4,4,5,5-tetramethyl-1,3,2-dioxaborolan-2-yl)pyrazole-1-carboxylate), O1CCOCC1 (1,4-dioxane), C([O-])([O-])=O.[Na+].[Na+] (sodium carbonate). The reagents and catalysts are CC(C)([O-])C.[K+] (potassium tert-butoxide), CC(C)OC1=C(C(=CC=C1)OC(C)C)C2=CC=CC=C2P(C3CCCCC3)C4CCCCC4 (Ruphos). Run in C(C)(=O)OCC (ethyl acetate). Conditions: temperature 150 celsius. Yields the product FC=1C(=NC=NC1)C1(NC(C2=CC(=CC=C12)C=1C=NNC1)=O)C (3-(5-Fluoropyrimidin-4-yl)-3-methyl-6-(1H-pyrazol-4-yl)isoindolin-1-one). Isolated yield 75.7%. As a reaction SMILES: O1CCOCC1.Br[C:8]1[CH:16]=[C:15]2[C:11]([C:12]([C:29]3[C:34]([F:35])=[CH:33][N:32]=[CH:31][N:30]=3)([CH3:28])[N:13]([C@@H](C3C=CC(OC)=CC=3)C)[C:14]2=[O:17])=[CH:10][CH:9]=1.CC1(C)C(C)(C)OB([C:44]2[CH:45]=[N:46][N:47](C(OC(C)(C)C)=O)[CH:48]=2)O1.C(=O)([O-])[O-].[Na+].[Na+]>CC(OC1C=CC=C(OC(C)C)C=1C1C(P(C2CCCCC2)C2CCCCC2)=CC=CC=1)C.C(OCC)(=O)C.CC(C)([O-])C.[K+]>[F:35][C:34]1[C:29]([C:12]2([CH3:28])[C:11]3[C:15](=[CH:16][C:8]([C:44]4[CH:45]=[N:46][NH:47][CH:48]=4)=[CH:9][CH:10]=3)[C:14](=[O:17])[NH:13]2)=[N:30][CH:31]=[N:32][CH:33]=1 |f:3.4.5,8.9|. Procedure details: Combine RuPhos Palladium(II) phenethylamine chloride (60 μmol, 43 mg), dioxane (0.5 mL) and potassium tert-butoxide (1 M tetrahydrofuran, 60 μmol, 60 μL) under nitrogen, sonicate the mixture for 0.5 minute. Add the Ruphos catalyst mixture to a reaction vessel under nitrogen containing 6-bromo-3-(5-fluoropyrimidin-4-yl)-2-[(1R)-1-(4-methoxyphenyl)ethyl]-3-methyl-isoindolin-1-one (544 mg, 1.192 mmol), tert-butyl 4-(4,4,5,5-tetramethyl-1,3,2-dioxaborolan-2-yl)pyrazole-1-carboxylate (1.79 mmol, 526 ... Starting materials: C(C)O (ethanol), [Cl-].C(C)OC1=CC=C(C=C1)C1=[S+]C(=CC(=C1)C1=CC=C(C=C1)N(C)C)C1=CC=CC=C1 (2-(4'-ethoxyphenyl)-4-(4' -dimethylaminophenyl)- 6-phenylthiapyrylium chloride), C(C)O (ethanol), CN(C)C=1C=CC(=CC1)N=NC=2C=CC(=CC2)S(=O)(=O)O (Methyl Orange). Solvent: O (water), O (water). Product: CN(C1=CC=C(C=C1)N=NC1=CC=C(C=C1)S(=O)(=O)[O-])C.C(C)OC1=CC=C(C=C1)C1=[S+]C(=CC(=C1)C1=CC=C(C=C1)N(C)C)C1=CC=CC=C1 (2-(4'-ethoxyphenyl)-4-(4'-dimethylaminophenyl)-6-phenylthiapyrylium 4-(4'-dimethylaminophenylazo)benzenesulfonate). As a reaction SMILES: [Cl-].[CH2:2]([O:4][C:5]1[CH:10]=[CH:9][C:8]([C:11]2[CH:16]=[C:15]([C:17]3[CH:22]=[CH:21][C:20]([N:23]([CH3:25])[CH3:24])=[CH:19][CH:18]=3)[CH:14]=[C:13]([C:26]3[CH:31]=[CH:30][CH:29]=[CH:28][CH:27]=3)[S+:12]=2)=[CH:7][CH:6]=1)[CH3:3].C(O)C.[CH3:35][N:36]([C:38]1[CH:39]=[CH:40][C:41]([N:44]=[N:45][C:46]2[CH:47]=[CH:48][C:49]([S:52]([OH:55])(=[O:54])=[O:53])=[CH:50][CH:51]=2)=[CH:42][CH:43]=1)[CH3:37]>O>[CH3:35][N:36]([CH3:37])[C:38]1[CH:39]=[CH:40][C:41]([N:44]=[N:45][C:46]2[CH:51]=[CH:50][C:49]([S:52]([O-:55])(=[O:54])=[O:53])=[CH:48][CH:47]=2)=[CH:42][CH:43]=1.[CH2:2]([O:4][C:5]1[CH:6]=[CH:7][C:8]([C:11]2[CH:16]=[C:15]([C:17]3[CH:22]=[CH:21][C:20]([N:23]([CH3:25])[CH3:24])=[CH:19][CH:18]=3)[CH:14]=[C:13]([C:26]3[CH:31]=[CH:30][CH:29]=[CH:28][CH:27]=3)[S+:12]=2)=[CH:9][CH:10]=1)[CH3:3] |f:0.1,5.6|. Reported procedure: To a solution of 2-(4'-ethoxyphenyl)-4-(4' -dimethylaminophenyl)- 6-phenylthiapyrylium chloride, 8.95 g, in a hot mixture of water, 400 mls, and ethanol, 100 mls, is added briskly a solution of Methyl Orange, E.K. 432, 7.0 g, in hot water, 200 mls, containing approximately 25 mls ethanol. Some precipitate comes out of solution immediately and quickly solidifies, and more crystallizes out as the mixture cools. The solid is readily filtered from the cool mixture, and is taken up in hot ethanol, fi... Reactants: ClC=1C=C(C=CC1Cl)B(O)O (3,4-dichlorophenylboronic acid), IC1=CC=C(C=C1)NC1=C(C(=O)O)C=CC=C1 (2-[(4-iodophenyl)amino]benzoic acid), C(Cl)Cl (CH2Cl2), C(=O)([O-])[O-].[K+].[K+] (K2CO3). The reagents and catalysts are Cl[Pd]Cl (PdCl2), C1=CC=C(C=C1)P([C-]2C=CC=C2)C3=CC=CC=C3.C1=CC=C(C=C1)P([C-]2C=CC=C2)C3=CC=CC=C3.[Fe+2] (dppf). Run in O1CCOCC1 (dioxane), O (H2O), CCOC(=O)C (EtOAc). Yields the product ClC=1C=C(C=CC1Cl)C1=CC=C(C=C1)NC1=C(C(=O)O)C=CC=C1 (2-[4-(3,4-Dichlorophenyl)phenylamino]benzoic acid). The yield is 76.0%. Reaction SMILES: [Cl:1][C:2]1[CH:3]=[C:4](B(O)O)[CH:5]=[CH:6][C:7]=1[Cl:8].I[C:13]1[CH:18]=[CH:17][C:16]([NH:19][C:20]2[CH:28]=[CH:27][CH:26]=[CH:25][C:21]=2[C:22]([OH:24])=[O:23])=[CH:15][CH:14]=1.C(Cl)Cl.C([O-])([O-])=O.[K+].[K+]>O1CCOCC1.CCOC(C)=O.Cl[Pd]Cl.C1C=CC(P(C2C=CC=CC=2)[C-]2C=CC=C2)=CC=1.C1C=CC(P(C2C=CC=CC=2)[C-]2C=CC=C2)=CC=1.[Fe+2].O>[Cl:1][C:2]1[CH:3]=[C:4]([C:13]2[CH:14]=[CH:15][C:16]([NH:19][C:20]3[CH:28]=[CH:27][CH:26]=[CH:25][C:21]=3[C:22]([OH:24])=[O:23])=[CH:17][CH:18]=2)[CH:5]=[CH:6][C:7]=1[Cl:8] |f:3.4.5,9.10.11|. Procedure details: A mixture of 3,4-dichlorophenylboronic acid (880 mg, 2.3 mmol), 2-[(4-iodophenyl)amino]benzoic acid (339 mg, 1 mmol), PdCl2.dppf.CH2Cl2 [1,1′-bis(diphenylphosphino)ferrocene palladium (II) chloride, complexed with dichloromethane (1:1)] (67 mg, 0.082 mmol), K2CO3 (829 mg, 6 mmol), and H2O (2 mL) in dioxane (15 mL) was heated to reflux for 1 hour. The reaction mixture was diluted with EtOAc and filtered. The filtrate was treated with 1N HCl, washed with H2O, brine, dried (Na2SO4), and concentrate... Reactants: C1CCCC12CC(CCC2)=O (spiro[4.5]decan-7-one), [NH4+].[Cl-] (NH4Cl), C#C (Acetylen), C(C)(C)(C)O[K] (tBuOK). Solvent: C1CCOC1 (THF), C1CCOC1 (THF). Conditions: temperature 0 celsius, time 3 hour. The product is C(#C)C1(CC2(CCCC2)CCC1)O (7-Ethynyl-spiro[4.5]decan-7-ol). Yield: 83.7%. Reaction SMILES: C#C.[C:3](O[K])(C)(C)[CH3:4].[CH2:9]1[C:13]2([CH2:18][CH2:17][CH2:16][C:15](=[O:19])[CH2:14]2)[CH2:12][CH2:11][CH2:10]1.[NH4+].[Cl-]>C1COCC1>[C:3]([C:15]1([OH:19])[CH2:16][CH2:17][CH2:18][C:13]2([CH2:9][CH2:10][CH2:11][CH2:12]2)[CH2:14]1)#[CH:4] |f:3.4|. Procedure: Acetylen was bubbled for 30 mn through a mixture of tBuOK (14.11 g, 125.8 mmol, 1.1 equiv) in THF (100 ml) cooled to 0° C. The resulting white suspension was diluted with more THF (50 ml) and treated with spiro[4.5]decan-7-one (1) (17.20 g, 113.2 mmol) added dropwise for 20 mn. The reaction mixture was stirred at room temperature for 3 h, treated with saturated NH4Cl (500 ml) and extracted with MTBE (4×150 ml). The combined organic phases were washed with H2O (6×70 ml) until neutral pH and dried...